This data is from the Open Reaction Database (ORD), a public repository of structured organic reaction records. The task is: describe an organic reaction: reactants, conditions, products, and yield The reactants are C(C)(C)(C)C1=C(C=CC(=C1)C(C)(C)C)NC(/C=N/O)=O (N-(2,4-Di-tert-butyl-phenyl)-2-[(E)-hydroxyimino]-acetamide), S(O)(O)(=O)=O (sulfuric acid), ice water. Reaction conditions: temperature 0 celsius. Yields the product C(C)(C)(C)C=1C=C2C(C(NC2=C(C1)C(C)(C)C)=O)=O (5,7-Di-tert-butyl-1H-indole-2,3-dione). Yield: 42.0%. As a reaction SMILES: [C:1]([C:5]1[CH:10]=[C:9]([C:11]([CH3:14])([CH3:13])[CH3:12])[CH:8]=[CH:7][C:6]=1[NH:15][C:16](=[O:20])/[CH:17]=N/O)([CH3:4])([CH3:3])[CH3:2].S(=O)(=O)(O)[OH:22]>>[C:11]([C:9]1[CH:8]=[C:7]2[C:6](=[C:5]([C:1]([CH3:4])([CH3:3])[CH3:2])[CH:10]=1)[NH:15][C:16](=[O:20])[C:17]2=[O:22])([CH3:14])([CH3:13])[CH3:12]. Reported procedure: N-(2,4-Di-tert-butyl-phenyl)-2-[(E)-hydroxyimino]-acetamide (500 mg, 1.7 mmol) in concentrated sulfuric acid (3.8 mL) was heated at 90° C. for 2 h. This solution was cooled at 0° C. and slowly added to ice-water (15 mL), the brown precipitate was filtered off and purified by chromathography on silica gel with a gradient of 0% to 25% of ethyl acetate in heptane to afford 200 mg (42%) of an orange powder. MS: m/z=259 (M). Reactants: [H-].[Na+] (sodium hydride), C1CCN2C1=CC=1C=C(C=CC21)O (2,3-dihydro-1H-3a-aza-cyclopenta[a]inden-6-ol), C([O-])([O-])=O.[K+].[K+] (potassium carbonate), [I-].[K+] (potassium iodide), C1(CC1)Br (cyclopropylbromide), C1(CC1)Br (cyclopropylbromide). The solvent is CS(=O)C (dimethylsulfoxide), O (water). Run at temperature 100 celsius, time 48 hour. Product: C1(CC1)OC1=CC=2C=C3N(C2C=C1)CCC3 (6-Cyclopropoxy-2,3-dihydro-1H-3a-aza-cyclopenta[a]indene). As a reaction SMILES: [H-].[Na+].[CH2:3]1[C:7]2=[CH:8][C:9]3[CH:10]=[C:11]([OH:15])[CH:12]=[CH:13][C:14]=3[N:6]2[CH2:5][CH2:4]1.C(=O)([O-])[O-].[K+].[K+].[I-].[K+].[CH:24]1(Br)[CH2:26][CH2:25]1>CS(C)=O.O>[CH:24]1([O:15][C:11]2[CH:12]=[CH:13][C:14]3[N:6]4[CH2:5][CH2:4][CH2:3][C:7]4=[CH:8][C:9]=3[CH:10]=2)[CH2:26][CH2:25]1 |f:0.1,3.4.5,6.7|. Procedure: 6.00 g sodium hydride 55-65% in oil in portion was added during ca 30 min at room temperature to a solution of 23.5 g 2,3-dihydro-1H-3a-aza-cyclopenta[a]inden-6-ol in 200 mL dimethylsulfoxide. 18.75 g potassium carbonate and 1.700 g potassium iodide and 34 mL cyclopropylbromide was added to the resulting solution. The resulting suspension was stirred under argon at 100° C. for 48 h. Another 17 mL cyclopropylbromide was added. The resulting suspension was stirred under argon at 100° C. for 24 h. ... Starting materials: [O-]C1=CC=CC=C1.[Na+] (sodium phenoxide), C(OCC)(OCC=CC1=CC=CC=C1)=O (ethyl cinnamyl carbonate). Procedure details: By the procedure for entry 9 of Table 1, the reaction of sodium phenoxide (232 mg, 2.00 mmol) and ethyl cinnamyl carbonate (192 mg, 0.930 mmol) with [(COD)IrCl]2 (6.7 mg, 0.010 mmol) and L1 (Sa,Sc,Sc) (10.8 mg, 0.0200 mmol) as catalyst was conducted at room temperature for 32 h. 1H NMR analysis of the crude reaction showed the ratios of branched to linear products to be 99/1. After purification, 159 mg of the title compound (75%) was isolated. HPLC analysis as described above indicated that the ... As a reaction SMILES: [O-:1][C:2]1[CH:7]=[CH:6][CH:5]=[CH:4][CH:3]=1.[Na+].C(=O)(O[CH2:14][CH:15]=[CH:16][C:17]1[CH:22]=[CH:21][CH:20]=[CH:19][CH:18]=1)OCC>>[C:17]1([CH:16]([O:1][C:2]2[CH:7]=[CH:6][CH:5]=[CH:4][CH:3]=2)[CH:15]=[CH2:14])[CH:22]=[CH:21][CH:20]=[CH:19][CH:18]=1 |f:0.1|. The reagents and catalysts are [(COD)IrCl]2, Sa,Sc,Sc. Reaction conditions: time 32 hour. The yield is 81.3%. Product: C1(=CC=CC=C1)C(C=C)OC1=CC=CC=C1 ((+)-1-phenyl-1-phenoxy-2-propene). Reactants: FC1=CC=C(C=C1)C(CCCCN1CCC(CC1)C=1C=C(C=CC1)NC(C(C)C)=O)=O (N-(3-{1-[5-(4-fluorophenyl)-5-oxopentyl]-4-piperidinyl}phenyl)-2-methylpropanamide), CN(N)C1=CC=CC=C1 (1-methyl-1-phenylhydrazine). The product is FC1=CC=C(C=C1)C=1N(C2=CC=CC=C2C1CCCN1CCC(CC1)C=1C=C(C=CC1)NC(C(C)C)=O)C (N-[3-(1-{3-[2-(4-FLUOROPHENYL)-1-METHYL-1H-INDOL-3-YL]PROPYL}-4-PIPERIDINYL)PHENYL]-2-METHYLPROPANAMIDE). As a reaction SMILES: [F:1][C:2]1[CH:7]=[CH:6][C:5]([C:8](=O)[CH2:9][CH2:10][CH2:11][CH2:12][N:13]2[CH2:18][CH2:17][CH:16]([C:19]3[CH:20]=[C:21]([NH:25][C:26](=[O:30])[CH:27]([CH3:29])[CH3:28])[CH:22]=[CH:23][CH:24]=3)[CH2:15][CH2:14]2)=[CH:4][CH:3]=1.[CH3:32][N:33]([C:35]1[CH:40]=[CH:39][CH:38]=[CH:37][CH:36]=1)N>>[F:1][C:2]1[CH:7]=[CH:6][C:5]([C:8]2[N:33]([CH3:32])[C:35]3[C:40]([C:9]=2[CH2:10][CH2:11][CH2:12][N:13]2[CH2:18][CH2:17][CH:16]([C:19]4[CH:20]=[C:21]([NH:25][C:26](=[O:30])[CH:27]([CH3:29])[CH3:28])[CH:22]=[CH:23][CH:24]=4)[CH2:15][CH2:14]2)=[CH:39][CH:38]=[CH:37][CH:36]=3)=[CH:4][CH:3]=1. Procedure details: Prepared by Procedure E and Scheme M using N-(3-{1-[5-(4-fluorophenyl)-5-oxopentyl]-4-piperidinyl}phenyl)-2-methylpropanamide and 1-methyl-1-phenylhydrazine: ESMS m/e: 512.2 (M+H)+. Starting materials: ClC1=C(C=CC=C1)N1N=C(C(=C1C1=CC=C(C=C1)Cl)OCC(=O)O)C(N[C@H](C)C1=CC=C(C=C1)C(F)(F)F)=O ({1-(2-Chloro-phenyl)-5-(4-chloro-phenyl)-3-[(R)-1-(4-trifluoromethyl-phenyl)-ethylcarbamoyl]-1H-pyrazol-4-yloxy}-acetic acid), C([O-])([O-])=O.[K+].[K+] (potassium carbonate), BrC(C(=O)OCC)C (ethyl 2-bromopropionate). The solvent is CC(=O)C (acetone). Reaction conditions: time 8 hour. Yields the product C(C)OC(COC=1C(=NN(C1C1=CC=C(C=C1)Cl)C1=C(C=CC=C1)Cl)C(N[C@H](C)C1=CC=C(C=C1)C(F)(F)F)=O)=O ({1-(2-Chloro-phenyl)-5-(4-chloro-phenyl)-3-[(R)-1-(4-trifluoromethyl-phenyl)-ethylcarbamoyl]-1H-pyrazol-4-yloxy}-acetic acid ethyl ester). RXN SMILES: [Cl:1][C:2]1[CH:7]=[CH:6][CH:5]=[CH:4][C:3]=1[N:8]1[C:12]([C:13]2[CH:18]=[CH:17][C:16]([Cl:19])=[CH:15][CH:14]=2)=[C:11]([O:20][CH2:21][C:22]([OH:24])=[O:23])[C:10]([C:25](=[O:39])[NH:26][C@@H:27]([C:29]2[CH:34]=[CH:33][C:32]([C:35]([F:38])([F:37])[F:36])=[CH:31][CH:30]=2)[CH3:28])=[N:9]1.C(=O)([O-])[O-].[K+].[K+].Br[CH:47](C)[C:48](OCC)=O>CC(C)=O>[CH2:47]([O:23][C:22](=[O:24])[CH2:21][O:20][C:11]1[C:10]([C:25](=[O:39])[NH:26][C@@H:27]([C:29]2[CH:30]=[CH:31][C:32]([C:35]([F:38])([F:36])[F:37])=[CH:33][CH:34]=2)[CH3:28])=[N:9][N:8]([C:3]2[CH:4]=[CH:5][CH:6]=[CH:7][C:2]=2[Cl:1])[C:12]=1[C:13]1[CH:18]=[CH:17][C:16]([Cl:19])=[CH:15][CH:14]=1)[CH3:48] |f:1.2.3|. Procedure: To a solution of [E1] (156 mg, 0.28 mmol) in acetone was added potassium carbonate (26 mg) and ethyl 2-bromopropionate (11.7 ul, 0.10 mmol). The resulting suspension was stirred overnight at room temperature then partitioned between dichloromethane and brine. The organic phase was dried over anhydrous magnesium sulphate, filtered and evaporated in vacuo. The residue was purified by column chromatography over silica (2 g) silica, eluting with dichloromethane then ethyl acetate/heptane (1/1) to gi... Starting materials: C1(CCCC1)CN1N=C(C=2C1=NC=C(C2)F)I (1-(cyclopentylmethyl)-5-fluoro-3-iodo-1H-pyrazolo[3,4-b]pyridine), [Cu]C#N (copper(I) cyanide). Run in CS(=O)C (DMSO), CO (methanol). Conditions: temperature 150 celsius. Yields the product C1(CCCC1)CN1N=C(C=2C1=NC=C(C2)F)C#N (1-(Cyclopentylmethyl)-5-fluoro-1H-pyrazolo[3,4-b]pyridine-3-carbonitrile). As a reaction SMILES: [CH:1]1([CH2:6][N:7]2[C:11]3=[N:12][CH:13]=[C:14]([F:16])[CH:15]=[C:10]3[C:9](I)=[N:8]2)[CH2:5][CH2:4][CH2:3][CH2:2]1.[Cu][C:19]#[N:20]>CS(C)=O.CO>[CH:1]1([CH2:6][N:7]2[C:11]3=[N:12][CH:13]=[C:14]([F:16])[CH:15]=[C:10]3[C:9]([C:19]#[N:20])=[N:8]2)[CH2:5][CH2:4][CH2:3][CH2:2]1. Procedure details: Under an atmosphere of argon, 6.370 g (purity 83%, 15.447 mmol) of 1-(cyclopentylmethyl)-5-fluoro-3-iodo-1H-pyrazolo[3,4-b]pyridine and 1.522 g (16.992 mmol) of copper(I) cyanide were initially charged in 45 ml of absolute DMSO, and the mixture was heated at 150° C. for 1.5 h. After cooling, the reaction was diluted with methanol and filtered through Celite. The organic phase was washed twice with a mixture of 25% strength aqueous ammonia solution and saturated aqueous ammonium chloride solution... The reactants are ClC=1N=C(C2=C(N1)C(=C(S2)CN2CCN(CC2)S(=O)(=O)C2=CC=CC=C2)C)N2CCOCC2 (2-Chloro-6-(4-benzenesulfonyl-piperazin-1-ylmethyl)-7-methyl-4-morpholin-4-yl-thieno[3,2-d]pyrimidine), NC1=NC=C(C=N1)B(O)O (2-aminopyrimidine-5-boronic acid). Product: CC1=C(SC2=C1N=C(N=C2N2CCOCC2)C=2C=NC(=NC2)N)CN2CCN(CC2)S(=O)(=O)C2=CC=CC=C2 (5-(7-methyl-4-morpholino-6-((4-N-phenylsulfonylpiperazin-1-yl)methyl)thieno[3,2-d]pyrimidin-2-yl)pyrimidin-2-amine). As a reaction SMILES: Cl[C:2]1[N:3]=[C:4]([N:28]2[CH2:33][CH2:32][O:31][CH2:30][CH2:29]2)[C:5]2[S:10][C:9]([CH2:11][N:12]3[CH2:17][CH2:16][N:15]([S:18]([C:21]4[CH:26]=[CH:25][CH:24]=[CH:23][CH:22]=4)(=[O:20])=[O:19])[CH2:14][CH2:13]3)=[C:8]([CH3:27])[C:6]=2[N:7]=1.[NH2:34][C:35]1[N:40]=[CH:39][C:38](B(O)O)=[CH:37][N:36]=1>>[CH3:27][C:8]1[C:6]2[N:7]=[C:2]([C:38]3[CH:37]=[N:36][C:35]([NH2:34])=[N:40][CH:39]=3)[N:3]=[C:4]([N:28]3[CH2:33][CH2:32][O:31][CH2:30][CH2:29]3)[C:5]=2[S:10][C:9]=1[CH2:11][N:12]1[CH2:17][CH2:16][N:15]([S:18]([C:21]2[CH:26]=[CH:25][CH:24]=[CH:23][CH:22]=2)(=[O:20])=[O:19])[CH2:14][CH2:13]1. Procedure details: 2-Chloro-6-(4-benzenesulfonyl-piperazin-1-ylmethyl)-7-methyl-4-morpholin-4-yl-thieno[3,2-d]pyrimidine was reacted with 2-aminopyrimidine-5-boronic acid in General Procedure A. Purification on silica and ether trituration gave 272. NMR (CDCl3): 2.45 (3H, s), 2.67-2.70 (4H, m), 3.10-3.15 (4H, br), 3.86 (2H, s), 3.39-3.41 (4H, m), 4.03-4.05 (4H, m), 5.23 (2H, br), 7.55-7.60 (2H, m), 7.62-7.65 (1H, m), 7.79 (2H, d, J=8.6), 9.35 (2H, s). MS (ESI+): MH+ 567.27 (35%) Reactants: N1CCOCC1 (morpholine), O1CCC(CC1)=O (dihydro-2H-pyran-4(3H)-one), O=C1CCC(CC1)NC(OC(C)(C)C)=O (tert-butyl 4-oxocyclohexylcarbamate). The product is O1CCC(CC1)N1CCN(CC1)C(=O)OC(C)(C)C (tert-butyl 4-(tetrahydro-2H-pyran-4-yl)piperazine-1-carboxylate). Reaction SMILES: [NH:1]1[CH2:6][CH2:5]O[CH2:3][CH2:2]1.[O:7]1[CH2:12][CH2:11][C:10](=O)[CH2:9][CH2:8]1.O=C1CCC([NH:21][C:22](=[O:28])[O:23][C:24]([CH3:27])([CH3:26])[CH3:25])CC1>>[O:7]1[CH2:12][CH2:11][CH:10]([N:1]2[CH2:2][CH2:3][N:21]([C:22]([O:23][C:24]([CH3:27])([CH3:26])[CH3:25])=[O:28])[CH2:5][CH2:6]2)[CH2:9][CH2:8]1. Reported procedure: The title compound was prepared by substituting tert-butyl piperazine-1-carboxylate for morpholine and dihydro-2H-pyran-4(3H)-one for tert-butyl 4-oxocyclohexylcarbamate in EXAMPLE 39A.